Dataset: the Open Reaction Database (ORD), a public repository of structured organic reaction records. Task: describe an organic reaction: reactants, conditions, products, and yield Reactants: IC1=NC(=C2N=CN(C2=N1)COCC[Si](C)(C)C)NC1=CC=C(C=C1)N1CCN(CC1)C1COC1 (2-Iodo-N-(4-(4-(oxetan-3-yl)piperazin-1-yl)phenyl)-9-((2-(trimethylsilyl)ethoxy)methyl)-9H-purin-6-amine), C(C)(=O)OCC1=C(C=C(C=C1B1OC(C(O1)(C)C)(C)C)F)N1C(C=2N(C=3CCCCC3C2)CC1)=O (4-fluoro-2-(1-oxo-3,4,6,7,8,9-hexahydropyrazino[1,2-a]indol-2(1H)-yl)-6-(4,4,5,5-tetramethyl-1,3,2-dioxaborolan-2-yl)benzyl acetate), [O-]P(=O)([O-])[O-].[K+].[K+].[K+] (K3PO4), C(C)(=O)[O-].[Na+] (sodium acetate). The reagents and catalysts are C1=CC=C(C=C1)P([C-]2C=CC=C2)C3=CC=CC=C3.C1=CC=C(C=C1)P([C-]2C=CC=C2)C3=CC=CC=C3.Cl[Pd]Cl.[Fe+2] (Pd(dppf)Cl2). The solvent is C(C)#N (acetonitrile), O (water). Product: C(C)(=O)OCC1=C(C=C(C=C1N1C(C=2N(C=3CCCCC3C2)CC1)=O)F)C1=NC(=C2N=CN(C2=N1)COCC[Si](C)(C)C)NC1=CC=C(C=C1)N1CCN(CC1)C1COC1 (4-Fluoro-2-(6-(4-(4-(oxetan-3-yl)piperazin-1-yl)phenylamino)-9-((2-(trimethylsilyl)ethoxy)methyl)-9H-purin-2-yl)-6-(1-oxo-3,4,6,7,8,9-hexahydropyrazino[1,2-a]indol-2(1H)-yl)benzyl Acetate). Isolated yield 71.8%. Reaction SMILES: I[C:2]1[N:10]=[C:9]2[C:5]([N:6]=[CH:7][N:8]2[CH2:11][O:12][CH2:13][CH2:14][Si:15]([CH3:18])([CH3:17])[CH3:16])=[C:4]([NH:19][C:20]2[CH:25]=[CH:24][C:23]([N:26]3[CH2:31][CH2:30][N:29]([CH:32]4[CH2:35][O:34][CH2:33]4)[CH2:28][CH2:27]3)=[CH:22][CH:21]=2)[N:3]=1.[C:36]([O:39][CH2:40][C:41]1[C:46](B2OC(C)(C)C(C)(C)O2)=[CH:45][C:44]([F:56])=[CH:43][C:42]=1[N:57]1[CH2:69][CH2:68][N:60]2[C:61]3[CH2:62][CH2:63][CH2:64][CH2:65][C:66]=3[CH:67]=[C:59]2[C:58]1=[O:70])(=[O:38])[CH3:37].[O-]P([O-])([O-])=O.[K+].[K+].[K+].C([O-])(=O)C.[Na+]>C1C=CC(P(C2C=CC=CC=2)[C-]2C=CC=C2)=CC=1.C1C=CC(P(C2C=CC=CC=2)[C-]2C=CC=C2)=CC=1.Cl[Pd]Cl.[Fe+2].C(#N)C.O>[C:36]([O:39][CH2:40][C:41]1[C:42]([N:57]2[CH2:69][CH2:68][N:60]3[C:61]4[CH2:62][CH2:63][CH2:64][CH2:65][C:66]=4[CH:67]=[C:59]3[C:58]2=[O:70])=[CH:43][C:44]([F:56])=[CH:45][C:46]=1[C:2]1[N:10]=[C:9]2[C:5]([N:6]=[CH:7][N:8]2[CH2:11][O:12][CH2:13][CH2:14][Si:15]([CH3:18])([CH3:17])[CH3:16])=[C:4]([NH:19][C:20]2[CH:25]=[CH:24][C:23]([N:26]3[CH2:31][CH2:30][N:29]([CH:32]4[CH2:35][O:34][CH2:33]4)[CH2:28][CH2:27]3)=[CH:22][CH:21]=2)[N:3]=1)(=[O:38])[CH3:37] |f:2.3.4.5,6.7,8.9.10.11|. Procedure details: A 50-mL single-neck round-bottomed flask equipped with a magnetic stirrer and a reflux condenser was charged with 117f (607 mg, 1.0 mmol), 4-fluoro-2-(1-oxo-3,4,6,7,8,9-hexahydropyrazino[1,2-a]indol-2(1H)-yl)-6-(4,4,5,5-tetramethyl-1,3,2-dioxaborolan-2-yl)benzyl acetate 101k (482 mg, 1.0 mmol), Pd(dppf)Cl2 (82 mg, 0.10 mmol), K3PO4 (424 mg, 2.0 mmol), sodium acetate (164 mg, 2.0 mmol), water (0.5 mL), and acetonitrile (20 mL). After three cycles of vacuum/argon flush, the mixture was heated at r... Starting materials: Cl.C(C1=CC=CC=C1)ON (O-benzyl hydroxylamine hydrochloride), C(C)(C)N(C(C)C)CC (N,N-diisopropylethylamine), C(C=C)(=O)Cl (acryloyl chloride). Solvent: ClCCl (dichloromethane), ClCCl (dichloromethane). Conditions: temperature 0 celsius, time 8 hour. The product is C(C1=CC=CC=C1)ONC(C=C)=O (N-benzyloxyacrylamide). Yield: 48.4%. Reaction SMILES: [C:1](Cl)(=[O:4])[CH:2]=[CH2:3].Cl.[CH2:7]([O:14][NH2:15])[C:8]1[CH:13]=[CH:12][CH:11]=[CH:10][CH:9]=1.C(N(CC)C(C)C)(C)C>ClCCl>[CH2:7]([O:14][NH:15][C:1](=[O:4])[CH:2]=[CH2:3])[C:8]1[CH:13]=[CH:12][CH:11]=[CH:10][CH:9]=1 |f:1.2|. Reported procedure: A solution of acryloyl chloride (3 mL; 3.342 g; 36.9 mmole) dissolved in dry dichloromethane (25 mL) was cooled at 0° C. with an ice bath. A mixture of O-benzyl hydroxylamine hydrochloride (6.4902 g; 40.66 mmole) and N,N-diisopropylethylamine (15.6 mL; 11.575 g; 89.56 mmole) in dry dichloromethane (110 mL) was slowly added over a period of 1 hour to the cooled solution. Next, the ice bath was removed, and the reaction mixture was left stirring overnight while its temperature warmed up gradually ... The reactants are 105, N(=O)[O-].[Na+] (NaNO2), ClC1=CC(=C(N)C(=C1)Cl)[N+](=O)[O-] (4,6-dichloro-2-nitro-aniline), C(C)O (ethanol), S(O)(O)(=O)=O (sulfuric acid). The solvent is O (water), O (water). Product: ClC=1C=C(C=C(C1)Cl)[N+](=O)[O-] (3,5-dichloro-nitro-benzene). The yield is 95.0%. Reaction SMILES: [Cl:1][C:2]1[CH:8]=[C:7]([Cl:9])[C:5](N)=[C:4]([N+:10]([O-:12])=[O:11])[CH:3]=1.C(O)C.S(=O)(=O)(O)O.N([O-])=O.[Na+]>O>[Cl:1][C:2]1[CH:3]=[C:4]([N+:10]([O-:12])=[O:11])[CH:5]=[C:7]([Cl:9])[CH:8]=1 |f:3.4|. Procedure: 207 parts of 4,6-dichloro-2-nitro-aniline are introduced into 400 parts of ethanol and 900 parts of water, and 400 parts of concentrated sulfuric acid (98 percent strength by weight) are then added to the mixture. A solution of 105 parts of NaNO2 in 175 parts of water is run in at 80° C., as described in Example 1. The mixture is cooled and the product is filtered off. 182 parts (95% of theory) of 3,5-dichloro-nitro-benzene, of melting point 56°-59° C., are obtained. Reactants: [H-].[Na+].ClC1=CC(=CC=2C3=C(N(C12)CC(=O)OCC)CCN(CC3)C(=O)OC(C)(C)C)Cl (tert-Butyl 7,9-dichloro-6-(2-ethoxy-2-oxoethyl)-1,4,5,6-tetrahydroazepino[4,5-b]indole-3(2H)-carboxylate Sodium hydride), ClC1=CC(=CC=2C3=C(NC12)CCN(CC3)C(=O)OC(C)(C)C)Cl (tert-butyl 7,9-dichloro-1,4,5,6-tetrahydroazepino[4,5-b]indole-3(2H)-carboxylate), BrCC(=O)OCC (ethyl bromoacetate). Run in CN(C)C=O (DMF). Reaction conditions: time 20 minute. Product: ClC1=C(C=CC=2C3=C(N(C12)CCO)CCN(CC3)C(=O)OC(C)(C)C)Cl (tert-Butyl 7,8-dichloro-6-(2-hydroxyethyl)-1,4,5,6-tetrahydroazepino[4,5-b]indole-3(2H)-carboxylate). Yield: 107.3%. As a reaction SMILES: [H-].[Na+].[Cl:3][C:4]1[C:12]2[N:11]([CH2:13][C:14]([O:16]CC)=O)[C:10]3[CH2:19][CH2:20][N:21]([C:24]([O:26][C:27]([CH3:30])([CH3:29])[CH3:28])=[O:25])[CH2:22][CH2:23][C:9]=3[C:8]=2[CH:7]=[C:6](Cl)[CH:5]=1.[Cl:32]C1C2NC3CCN(C(OC(C)(C)C)=O)CCC=3C=2C=C(Cl)C=1.BrCC(OCC)=O>CN(C=O)C>[Cl:3][C:4]1[C:12]2[N:11]([CH2:13][CH2:14][OH:16])[C:10]3[CH2:19][CH2:20][N:21]([C:24]([O:26][C:27]([CH3:29])([CH3:28])[CH3:30])=[O:25])[CH2:22][CH2:23][C:9]=3[C:8]=2[CH:7]=[CH:6][C:5]=1[Cl:32] |f:0.1.2|. Procedure: Preparation of tert-Butyl 7,9-dichloro-6-(2-ethoxy-2-oxoethyl)-1,4,5,6-tetrahydroazepino[4,5-b]indole-3(2H)-carboxylate Sodium hydride (60% dispersion in mineral oil, 0.25 g, 6.3 mmol) was added to a solution of tert-butyl 7,9-dichloro-1,4,5,6-tetrahydroazepino[4,5-b]indole-3(2H)-carboxylate (1.5 g, 4.2 mmol) in DMF (15 mL). After 20 min, ethyl bromoacetate (0.94 mL, 8.4 mmol) was added. The reaction was quenched with saturated aqueous NH4Cl after 2 h and extracted with EtOAc (3×20 mL). The comb... Reactants: NC1=C(C(=O)O)C(=CC=C1)Cl (2Amino-6-chlorobenzoic acid), C[Si](C)(C)C=[N+]=[N-] (trimethylsilyldiazomethane). The product is NC1=C(C(=O)OC)C(=CC=C1)Cl (methyl 2-amino-6-chlorobenzoate). Reaction SMILES: [NH2:1][C:2]1[CH:10]=[CH:9][CH:8]=[C:7]([Cl:11])[C:3]=1[C:4]([OH:6])=[O:5].[CH3:12][Si](C=[N+]=[N-])(C)C>>[NH2:1][C:2]1[CH:10]=[CH:9][CH:8]=[C:7]([Cl:11])[C:3]=1[C:4]([O:6][CH3:12])=[O:5]. Procedure details: 2Amino-6-chlorobenzoic acid is reacted with trimethylsilyldiazomethane to yield methyl 2-amino-6-chlorobenzoate (Chem. Pharm. Bull. Vol. 29, 1475 (1981)). Reactants: BrCCCOC1=C(C=C(C=C1)[N+](=O)[O-])C1=CC=CC=C1 (2-(3-Bromo-propoxy)-5-nitro-biphenyl), stannous chloride hydrate. Solvent: C(C)O (ethanol), Cl (HCl). Reaction conditions: time 1.5 hour. The product is BrCCCOC1=CC=C(C=C1C1=CC=CC=C1)N (6-(3-bromo-propoxy)-biphenyl-3-ylamine). Isolated yield 52.0%. Reaction SMILES: [Br:1][CH2:2][CH2:3][CH2:4][O:5][C:6]1[CH:11]=[CH:10][C:9]([N+:12]([O-])=O)=[CH:8][C:7]=1[C:15]1[CH:20]=[CH:19][CH:18]=[CH:17][CH:16]=1>C(O)C.Cl>[Br:1][CH2:2][CH2:3][CH2:4][O:5][C:6]1[C:7]([C:15]2[CH:20]=[CH:19][CH:18]=[CH:17][CH:16]=2)=[CH:8][C:9]([NH2:12])=[CH:10][CH:11]=1. Procedure: 2-(3-Bromo-propoxy)-5-nitro-biphenyl (q, 530 mg, 1.57 mmol) was refluxed with stannous chloride hydrate (1.1 g, 4.8 mmol) in 5 mL ethanol and 3 mL concentrated HCl. After 1.5 hours, the solvent was evaporated and the mixture was basified with 2N NaOH. The mixture was then extracted with DCM, dried and evaporated, affording 250 mg 6-(3-bromo-propoxy)-biphenyl-3-ylamine (r) in 50% yield: 1H NMR (500 MHz, CDCl3): 7.3 (m, 5H), 6.7 (m, 3H), 4.2 (bs, 2H), 3.9 (m, 2H), 3.5 (m, 2H) and 2.1 (2H). The reactants are FC1=CC2=C(N(C(S2)=O)C(C)CC)C=C1N1C(NC(=CC1=O)C(F)(F)F)=O (1-[6-fluoro-3-sec-butyl-2(3H)-benzothiazolon-5-yl]-4-trifluoromethyl-1,2,3,6-tetrahydropyrimidine-2,6-dione), [H-].[Na+] (sodium hydride), [N+](=O)([O-])C1=C(ON)C=CC(=C1)[N+](=O)[O-] (2,4-dinitrophenoxyamine), resultant mixture, O (water). Solvent: CN(C=O)C (dimethylformamide). The product is FC1=CC2=C(N(C(S2)=O)C(C)CC)C=C1N1C(N(C(=CC1=O)C(F)(F)F)N)=O (1-[6-fluoro-3-sec-butyl-2(3H)-benzothiazolon-5-yl]-3-amino-4-trifluoromethyl-1,2,3,6-tetrahydropyrimidine-2,6-dione). Isolated yield 19.3%. As a reaction SMILES: [F:1][C:2]1[C:15]([N:16]2[C:21](=[O:22])[CH:20]=[C:19]([C:23]([F:26])([F:25])[F:24])[NH:18][C:17]2=[O:27])=[CH:14][C:5]2[N:6]([CH:10]([CH2:12][CH3:13])[CH3:11])[C:7](=[O:9])[S:8][C:4]=2[CH:3]=1.[H-].[Na+].[N+:30](C1C=C([N+]([O-])=O)C=CC=1ON)([O-])=O.O>CN(C)C=O>[F:1][C:2]1[C:15]([N:16]2[C:21](=[O:22])[CH:20]=[C:19]([C:23]([F:24])([F:25])[F:26])[N:18]([NH2:30])[C:17]2=[O:27])=[CH:14][C:5]2[N:6]([CH:10]([CH2:12][CH3:13])[CH3:11])[C:7](=[O:9])[S:8][C:4]=2[CH:3]=1 |f:1.2|. Procedure details: To a solution of 1-[6-fluoro-3-sec-butyl-2(3H)-benzothiazolon-5-yl]-4-trifluoromethyl-1,2,3,6-tetrahydropyrimidine-2,6-dione (2.0 g) in dimethylformamide (10 g), sodium hydride (0.3 g) and 2,4-dinitrophenoxyamine (1.8 g) were added, and the resultant mixture was heated at 40 to 60° C. for 3 hours. After completion of the reaction, the reaction mixture was poured into water, extracted with ethyl acetate and concentrated. The residue was purified by silica gel column chromatography to give 1-[6-fl... Reactants: CO (methanol), C=CCCCCCC (1-octene), [C]=O (Carbon monoxide), [C]=O (Carbon monoxide), C=CC (propylene). The solvent is ClCCCl (1,2-dichloroethane), ClCCCl (1,2-dichloroethane). Reaction conditions: temperature 30 celsius, time 35 minute. The product is C=CC.C=CCCCCCC.[C]=O (propylene/1-octene carbon monoxide). RXN SMILES: CO.[CH2:3]=[CH:4][CH2:5][CH2:6][CH2:7][CH2:8][CH2:9][CH3:10].C=CC.[C:14]=[O:15]>ClCCCl>[CH2:3]=[CH:4][CH3:5].[CH2:3]=[CH:4][CH2:5][CH2:6][CH2:7][CH2:8][CH2:9][CH3:10].[C:14]=[O:15] |f:5.6.7,^3:13,30|. Procedure: The 0.5 liter reactor was charged with 1,2-dichloroethane, 200 mL, methanol, 20 mL, 1-octene, 50 mL, and Ex. 1, 100 mg (0.13 mmole). The vessel was assembled and pressure tested then charged as follows: enough propylene was added to give a pressure of 124 psig at 18° C. Carbon monoxide was added to give and maintain a pressure of approximately 1000 psig. Carbon monoxide was made-up during the course of the run by a demand feed regulator. Contents were heated to a setpoint of 30° C. and stirred a... As a reaction SMILES: [CH3:1][O:2][C:3]1[C:11]2[O:10][CH:9]=[C:8]([CH2:12][CH2:13]I)[C:7]=2[CH:6]=[CH:5][CH:4]=1.N1CC=C([N:21]2[C:29]3[C:24](=[CH:25][CH:26]=[CH:27][CH:28]=3)[CH:23]=[CH:22]2)CC1.C([N:33]([CH2:37][CH3:38])[CH:34]([CH3:36])C)(C)C.[CH3:39]S(C)=O>>[CH3:1][O:2][C:3]1[C:11]2[O:10][CH:9]=[C:8]([CH2:12][CH2:13][N:33]3[CH2:34][CH:36]=[C:39]([C:23]4[C:24]5[C:29](=[CH:28][CH:27]=[CH:26][CH:25]=5)[NH:21][CH:22]=4)[CH2:38][CH2:37]3)[C:7]=2[CH:6]=[CH:5][CH:4]=1. The product is COC1=CC=CC=2C(=COC21)CCN2CCC(=CC2)C2=CNC1=CC=CC=C21 (3-{1-[2-(7-methoxy-1-benzofuran-3-yl)ethyl]-1,2,3,6-tetrahydro-4-pyridinyl}-1H-indole). Procedure: A mixture of 2-(7-methoxy-1-benzofuran-3-yl)ethyl iodide (301 mg. 1 mmol) (obtained by the above mentioned process) and 3 (1,2,3,6-tetrahydro-4-pyridinyl)-1H-indole (198 mg, 1 mmol) was heated at 120° C. in DMSO in the presence of N,N-diisopropylethylamine (5 ml, excess) for 24 hrs. At the end, the reaction mixture was quenched with water and extracted with chloroform. The organic layer was washed with water and dried over anhydrous MgSO4 and concentrated to dryness. The dark colored solid was p... Reactants: COC1=CC=CC=2C(=COC21)CCI (2-(7-methoxy-1-benzofuran-3-yl)ethyl iodide), C(C)(C)N(C(C)C)CC (N,N-diisopropylethylamine), CS(=O)C (DMSO), N1CCC(=CC1)N1C=CC2=CC=CC=C12 ((1,2,3,6-tetrahydro-4-pyridinyl)-1H-indole).